This data is from the Open Reaction Database (ORD), a public repository of structured organic reaction records. The task is: describe an organic reaction: reactants, conditions, products, and yield The reactants are ClC=1C(=C(SC1)NC(CN1C(C=CC2=CC(=CC=C12)C(F)(F)F)=O)=O)C1=NNC=N1 (N-(4-chloro-3-(1H-1,2,4-triazol-3-yl)thiophen-2-yl)-2-(2-oxo-6-(trifluoromethyl)quinolin-1(2H)-yl)acetamide), O1CCN(CC1)CCCO (3-morpholinopropan-1-ol). The product is ClC=1C(=C(SC1)NC(CN1C(C=CC2=CC(=CC=C12)C(F)(F)F)=O)=O)C1=NN(C=N1)CCCN1CCOCC1 (N-(4-chloro-3-(1-(3-morpholinopropyl)-1H-1,2,4-triazol-3-yl)thiophen-2-yl)-2-(2-oxo-6-(trifluoromethyl)quinolin-1(2H)-yl)acetamide). Reaction SMILES: [Cl:1][C:2]1[C:3]([C:26]2[N:30]=[CH:29][NH:28][N:27]=2)=[C:4]([NH:7][C:8](=[O:25])[CH2:9][N:10]2[C:19]3[C:14](=[CH:15][C:16]([C:20]([F:23])([F:22])[F:21])=[CH:17][CH:18]=3)[CH:13]=[CH:12][C:11]2=[O:24])[S:5][CH:6]=1.[O:31]1[CH2:36][CH2:35][N:34]([CH2:37][CH2:38][CH2:39]O)[CH2:33][CH2:32]1>>[Cl:1][C:2]1[C:3]([C:26]2[N:30]=[CH:29][N:28]([CH2:39][CH2:38][CH2:37][N:34]3[CH2:35][CH2:36][O:31][CH2:32][CH2:33]3)[N:27]=2)=[C:4]([NH:7][C:8](=[O:25])[CH2:9][N:10]2[C:19]3[C:14](=[CH:15][C:16]([C:20]([F:23])([F:22])[F:21])=[CH:17][CH:18]=3)[CH:13]=[CH:12][C:11]2=[O:24])[S:5][CH:6]=1. Procedure details: The title compound was prepared from N-(4-chloro-3-(1H-1,2,4-triazol-3-yl)thiophen-2-yl)-2-(2-oxo-6-(trifluoromethyl)quinolin-1(2H)-yl)acetamide (110 mg, 242 umol) and 3-morpholinopropan-1-ol (350 mg, 2.41 mmol) using the procedure described in Example 1.76. HPLC purification gave N-(4-chloro-3-(1-(3-morpholinopropyl)-1H-1,2,4-triazol-3-yl)thiophen-2-yl)-2-(2-oxo-6-(trifluoromethyl)quinolin-1(2H)-yl)acetamide. Method [7] Retention time 4.58 min by HPLC (M+=581 and 583) and (M+Na=603 and 605). 1H...